Dataset: the Open Reaction Database (ORD), a public repository of structured organic reaction records. Task: describe an organic reaction: reactants, conditions, products, and yield The reactants are Brc1ccc(C#CCCc2ccc(CN3CCCC3)cc2)nc1, O=C([O-])[O-], C1COCCO1, OB(O)Oc1ccc(Cl)cc1, [Na+], [Na+]. The product is Clc1ccc(-c2ccc(C#CCCc3ccc(CN4CCCC4)cc3)nc2)cc1. As a reaction SMILES: [Br:1][c:2]1[cH:3][cH:4][c:5]([C:8]#[C:9][CH2:10][CH2:11][c:12]2[cH:13][cH:14][c:15]([CH2:18][N:19]3[CH2:20][CH2:21][CH2:22][CH2:23]3)[cH:16][cH:17]2)[n:6][cH:7]1.[C:35](=[O:36])([O-:37])[O-:38].[CH2:41]1[O:42][CH2:43][CH2:44][O:45][CH2:46]1.[Cl:24][c:25]1[cH:26][cH:27][c:28]([O:31][B:32]([OH:33])[OH:34])[cH:29][cH:30]1.[Na+:39].[Na+:40]>>[c:2]1(-[c:28]2[cH:27][cH:26][c:25]([Cl:24])[cH:30][cH:29]2)[cH:3][cH:4][c:5]([C:8]#[C:9][CH2:10][CH2:11][c:12]2[cH:13][cH:14][c:15]([CH2:18][N:19]3[CH2:20][CH2:21][CH2:22][CH2:23]3)[cH:16][cH:17]2)[n:6][cH:7]1. The reactants are C(C)OC(=O)CNC(COC1=CC=C(C=C1)CO)=O (N-(ethoxycarbonylmethyl)-2-(4-hydroxymethylphenoxy)acetamide), C1(=CC=CC=C1)P(C1=CC=CC=C1)C1=CC=CC=C1 (triphenylphosphine), C(Cl)(Cl)(Cl)Cl (carbon tetrachloride). Run in C(Cl)Cl (methylene chloride). Yields the product C(C)OC(=O)CNC(COC1=CC=C(C=C1)CCl)=O (N-(ethoxycarbonylmethyl)-2-(4-chloromethylphenoxy)acetamide). Reaction SMILES: [CH2:1]([O:3][C:4]([CH2:6][NH:7][C:8](=[O:19])[CH2:9][O:10][C:11]1[CH:16]=[CH:15][C:14]([CH2:17]O)=[CH:13][CH:12]=1)=[O:5])[CH3:2].C1(P(C2C=CC=CC=2)C2C=CC=CC=2)C=CC=CC=1.C(Cl)(Cl)(Cl)[Cl:40]>C(Cl)Cl>[CH2:1]([O:3][C:4]([CH2:6][NH:7][C:8](=[O:19])[CH2:9][O:10][C:11]1[CH:16]=[CH:15][C:14]([CH2:17][Cl:40])=[CH:13][CH:12]=1)=[O:5])[CH3:2]. Procedure: A mixture of N-(ethoxycarbonylmethyl)-2-(4-hydroxymethylphenoxy)acetamide (3.96 g), triphenylphosphine (3.88 g), carbon tetrachloride (10 ml) and methylene chloride (20 ml) was heated at reflux for 1.5 hours. The reaction mixture was evaporated under reduced pressure, and ethyl acetate was added to the residue. After removal of the insolubles by filtration, the filtrate was chromatographed on silica gel column (eluent; ethyl acetate), and the desired fractions were collected and recrystallized f... Reactants: BrC(Br)(Br)Br, CCN(C(C)C)C(C)C, Cl, Cc1cc(CO)sc1-c1noc(-c2ccc(Oc3ccccc3)c(F)c2)n1, COC(=O)C1CNC1, c1ccc(P(c2ccccc2)c2ccccc2)cc1. Yields the product COC(=O)C1CN(Cc2cc(C)c(-c3noc(-c4ccc(Oc5ccccc5)c(F)c4)n3)s2)C1. Reaction SMILES: [C:28]([Br:29])([Br:30])([Br:31])[Br:32].[CH:61]([N:62]([CH2:63][CH3:64])[CH:65]([CH3:66])[CH3:67])([CH3:68])[CH3:69].[ClH:52].[F:1][c:2]1[cH:3][c:4](-[c:15]2[n:16][c:17](-[c:20]3[c:21]([CH3:27])[cH:22][c:23]([CH2:25][OH:26])[s:24]3)[n:18][o:19]2)[cH:5][cH:6][c:7]1[O:8][c:9]1[cH:10][cH:11][cH:12][cH:13][cH:14]1.[NH:53]1[CH2:54][CH:55]([C:57](=[O:58])[O:59][CH3:60])[CH2:56]1.[c:33]1([P:34]([c:35]2[cH:36][cH:37][cH:38][cH:39][cH:40]2)[c:41]2[cH:42][cH:43][cH:44][cH:45][cH:46]2)[cH:47][cH:48][cH:49][cH:50][cH:51]1>>[F:1][c:2]1[cH:3][c:4](-[c:15]2[n:16][c:17](-[c:20]3[c:21]([CH3:27])[cH:22][c:23]([CH2:25][N:53]4[CH2:54][CH:55]([C:57](=[O:58])[O:59][CH3:60])[CH2:56]4)[s:24]3)[n:18][o:19]2)[cH:5][cH:6][c:7]1[O:8][c:9]1[cH:10][cH:11][cH:12][cH:13][cH:14]1.